This data is from the Open Reaction Database (ORD), a public repository of structured organic reaction records. The task is: describe an organic reaction: reactants, conditions, products, and yield As a reaction SMILES: [C:1](O)(=O)[CH2:2][C:3]([OH:5])=[O:4].[F:8][C:9]([F:19])([F:18])[C:10]1[CH:17]=[CH:16][C:13](C=O)=[CH:12][CH:11]=1.C(OC(=O)C)C.Cl>N1C=CC=CC=1.CCCCCC.N1CCCCC1>[F:8][C:9]([F:19])([F:18])[C:10]1[CH:17]=[CH:16][C:13]([CH:1]=[CH:2][C:3]([OH:5])=[O:4])=[CH:12][CH:11]=1. Reagents/catalysts: N1CCCCC1 (piperidine). The yield is 119.0%. Procedure details: Malonic acid (3.58 g, 0.03 mol) and piperidine (0.28 mL, 0.0028 mol) were added to a solution of 4-trifluoromethyl-benzaldehyde (5 g, 0.028 mol) in pyridine (50 mL) at room temperature under nitrogen atmosphere. The resulting mixture was refluxed at 105° C. for 20 minutes under nitrogen atmosphere. The reaction was monitored by TLC (50% ethylacetate in hexane). The reaction mixture was cooled to room temperature, followed by the addition of 6N HCl and filtered. The residue was washed with n-hexa... Reactants: C(CC(=O)O)(=O)O (Malonic acid), FC(C1=CC=C(C=O)C=C1)(F)F (4-trifluoromethyl-benzaldehyde), Cl (HCl), C(C)OC(C)=O (ethylacetate). Run in N1=CC=CC=C1 (pyridine), CCCCCC (hexane). Run at temperature 105 celsius. The product is FC(C1=CC=C(C=C1)C=CC(=O)O)(F)F (3-(4-Trifluoromethyl-phenyl)-acrylic acid).